This data is from the Open Reaction Database (ORD), a public repository of structured organic reaction records. The task is: describe an organic reaction: reactants, conditions, products, and yield Starting materials: [C-]#N, CCOC(=O)N1CCN(c2cc3c(cc2F)c(=O)c(Br)cn3C2CC2)CC1, CN1CCCC1=O, CCOC(C)=O, ClC(Cl)Cl, [K+]. The product is CCOC(=O)N1CCN(c2cc3c(cc2F)c(=O)c(C#N)cn3C2CC2)CC1. Reaction SMILES: [C-:28]#[N:29].[CH2:1]([CH3:2])[O:3][C:4](=[O:5])[N:6]1[CH2:7][CH2:8][N:9]([c:12]2[c:13]([F:27])[cH:14][c:15]3[c:16](=[O:26])[c:17]([Br:25])[cH:18][n:19]([CH:22]4[CH2:23][CH2:24]4)[c:20]3[cH:21]2)[CH2:10][CH2:11]1.[CH3:31][N:32]1[CH2:33][CH2:34][CH2:35][C:36]1=[O:37].[CH3:42][CH2:43][O:44][C:45](=[O:46])[CH3:47].[CH:38]([Cl:39])([Cl:40])[Cl:41].[K+:30]>>[CH2:1]([CH3:2])[O:3][C:4](=[O:5])[N:6]1[CH2:7][CH2:8][N:9]([c:12]2[c:13]([F:27])[cH:14][c:15]3[c:16](=[O:26])[c:17]([C:28]#[N:29])[cH:18][n:19]([CH:22]4[CH2:23][CH2:24]4)[c:20]3[cH:21]2)[CH2:10][CH2:11]1. Reactants: C(=O)(C(F)(F)F)O (TFA), ClC1=CC=C(C=C1)C(CCO)NC(=O)C1(CCN(CC1)C=1C2=C(N=CN1)NC=C2)NC(OC(C)(C)C)=O (tert-butyl 4-(1-(4-chlorophenyl)-3-hydroxypropylcarbamoyl)-1-(7H-pyrrolo[2,3-d]pyrimidin-4-yl)piperidin-4-ylcarbamate), ClC1=CC=C(C=C1)C(CCO)NC(=O)C1(CCN(CC1)C=1C2=C(N=CN1)NC=C2)NC(OC(C)(C)C)=O (tert-butyl 4-(1-(4-chlorophenyl)-3-hydroxypropylcarbamoyl)-1-(7H-pyrrolo[2,3-d]pyrimidin-4-yl)piperidin-4-ylcarbamate). Solvent: ClCCl (dichloromethane). Run at temperature 20 celsius, time 16 hour. The product is NC1(CCN(CC1)C=1C2=C(N=CN1)NC=C2)C(=O)NC(CCO)C2=CC=C(C=C2)Cl (4-amino-N-(1-(4-chlorophenyl)-3-hydroxypropyl)-1-(7H-pyrrolo[2,3-d]pyrimidin-4-yl)piperidine-4-carboxamide). The yield is 69.9%. Reaction SMILES: C(O)(C(F)(F)F)=O.[Cl:8][C:9]1[CH:14]=[CH:13][C:12]([CH:15]([NH:19][C:20]([C:22]2([NH:37]C(=O)OC(C)(C)C)[CH2:27][CH2:26][N:25]([C:28]3[C:29]4[CH:36]=[CH:35][NH:34][C:30]=4[N:31]=[CH:32][N:33]=3)[CH2:24][CH2:23]2)=[O:21])[CH2:16][CH2:17][OH:18])=[CH:11][CH:10]=1>ClCCl>[NH2:37][C:22]1([C:20]([NH:19][CH:15]([C:12]2[CH:11]=[CH:10][C:9]([Cl:8])=[CH:14][CH:13]=2)[CH2:16][CH2:17][OH:18])=[O:21])[CH2:23][CH2:24][N:25]([C:28]2[C:29]3[CH:36]=[CH:35][NH:34][C:30]=3[N:31]=[CH:32][N:33]=2)[CH2:26][CH2:27]1. Procedure details: TFA (0.7 mL) was added to a suspension of tert-butyl 4-(1-(4-chlorophenyl)-3-hydroxypropylcarbamoyl)-1-(7H-pyrrolo[2,3-d]pyrimidin-4-yl)piperidin-4-ylcarbamate (Intermediate 36) (175 mg, 0.33 mmol) in dichloromethane (7 mL) under argon. The resulting solution was stirred at 20° C. for 16 hours. The solvents were removed in vacuo and the reaction mixture was purified by preparative HPLC using a Waters X-Bridge reverse-phase column (C-18, 5 microns silica, 19 mm diameter, 100 mm length) with decre... The reactants are [H-].[Na+] (NaH), CN1N=C(C(=C1)[N+](=O)[O-])CO ((1-Methyl-4-nitropyrazol-3-yl)methanol), [H-].[Na+] (NaH), COS(=O)(=O)OC (dimethylsulfate), N (ammonia). The solvent is O (water), C1CCOC1 (THF). Run at time 30 minute. Yields the product COCC1=NN(C=C1[N+](=O)[O-])C (3-(methoxymethyl)-1-methyl-4-nitropyrazole). Reaction SMILES: [CH3:1][N:2]1[CH:6]=[C:5]([N+:7]([O-:9])=[O:8])[C:4]([CH2:10][OH:11])=[N:3]1.[H-].[Na+].[CH3:14]OS(OC)(=O)=O.N>C1COCC1.O>[CH3:14][O:11][CH2:10][C:4]1[C:5]([N+:7]([O-:9])=[O:8])=[CH:6][N:2]([CH3:1])[N:3]=1 |f:1.2|. Reported procedure: (1-Methyl-4-nitropyrazol-3-yl)methanol (2.0 g) was dissolved in THF (80 ml) and NaH (0.6 g, 60% in oil) added at <5° C. After 30 minutes, dimethylsulfate (1.92 g) was added and the reaction stirred overnight at room temperature. An additional 0.5 eq NaH was charged and the reaction warmed to 50° C. for 30 minutes. The reaction was cooled to room temperature, and water added dropwise (10 ml), then the mixture was poured into 5% aq. ammonia (100 ml). The organic phase was separated and the aqueous...